This data is from the Open Reaction Database (ORD), a public repository of structured organic reaction records. The task is: describe an organic reaction: reactants, conditions, products, and yield The reactants are BrCCBr (1,2-dibromoethane), IC[C@@H]1CCC(N1)=O ((S)-5-iodomethylpyrrolidin-2-one), C(C1=CC=CC=C1)OC1=C(C=CC(=C1)I)N1CC(N(S1(=O)=O)CC[Si](C)(C)C)=O (5-(2-benzyloxy-4-iodophenyl)-1,1-dioxo-2-(2-trimethylsilanylethyl)-1,2,5-thiadiazolidin-3-one), C1(=C(C=CC=C1)P(C1=C(C=CC=C1)C)C1=C(C=CC=C1)C)C (tri-o-tolylphosphine), C[Si](C)(C)Cl (TMSCl). The reagents and catalysts are C=1C=CC(=CC1)/C=C/C(=O)/C=C/C2=CC=CC=C2.C=1C=CC(=CC1)/C=C/C(=O)/C=C/C2=CC=CC=C2.C=1C=CC(=CC1)/C=C/C(=O)/C=C/C2=CC=CC=C2.[Pd].[Pd] (Pd2(dba)3), [Zn] (Zinc). Solvent: CN(C)C=O (DMF), CN(C)C=O (DMF), O (water), O (water). Run at temperature 45 celsius. Yields the product C(C1=CC=CC=C1)OC1=C(C=CC(=C1)C[C@H]1NC(CC1)=O)N1CC(N(S1(=O)=O)CC[Si](C)(C)C)=O (5-[2-Benzyloxy-4-((S)-5-oxopyrrolidin-2-ylmethyl)-phenyl]-1,1-dioxo-2-(2-trimethylsilanylethyl)-1,2,5-thiadiazolidin-3-one). As a reaction SMILES: BrCCBr.C[Si](Cl)(C)C.I[CH2:11][C@H:12]1[NH:16][C:15](=[O:17])[CH2:14][CH2:13]1.C1(C)C=CC=CC=1P(C1C=CC=CC=1C)C1C=CC=CC=1C.[CH2:40]([O:47][C:48]1[CH:53]=[C:52](I)[CH:51]=[CH:50][C:49]=1[N:55]1[S:59](=[O:61])(=[O:60])[N:58]([CH2:62][CH2:63][Si:64]([CH3:67])([CH3:66])[CH3:65])[C:57](=[O:68])[CH2:56]1)[C:41]1[CH:46]=[CH:45][CH:44]=[CH:43][CH:42]=1>CN(C=O)C.O.[Zn].C1C=CC(/C=C/C(/C=C/C2C=CC=CC=2)=O)=CC=1.C1C=CC(/C=C/C(/C=C/C2C=CC=CC=2)=O)=CC=1.C1C=CC(/C=C/C(/C=C/C2C=CC=CC=2)=O)=CC=1.[Pd].[Pd]>[CH2:40]([O:47][C:48]1[CH:53]=[C:52]([CH2:11][C@@H:12]2[CH2:13][CH2:14][C:15](=[O:17])[NH:16]2)[CH:51]=[CH:50][C:49]=1[N:55]1[S:59](=[O:60])(=[O:61])[N:58]([CH2:62][CH2:63][Si:64]([CH3:66])([CH3:65])[CH3:67])[C:57](=[O:68])[CH2:56]1)[C:41]1[CH:42]=[CH:43][CH:44]=[CH:45][CH:46]=1 |f:8.9.10.11.12|. Reported procedure: Zinc dust (0.69 g, 10.66 mmol) is placed in a round bottom flask and heated under vacuum to remove traces of water. After cooling, DMF (3 mL) is added, followed by 1,2-dibromoethane (0.061 mL, 0.708 mmol). The solution is heated until effervescence occurs, then cooled under N2. To the solution is added TMSCl (0.135 mL, 1.06 mmol). A solution of (S)-5-iodomethylpyrrolidin-2-one (0.40 g, 1.78 mmol) in DMF (5 mL) is added to the mixture and stirred until TLC indicates the absence of starting materi... Starting materials: BrCc1ccccc1, Cc1ccccc1, [Na+], CN(C)C=O, [OH-], O, O=C(O)c1ccc(O)c(O)c1. The product is O=C(OCc1ccccc1)c1ccc(O)c(O)c1. As a reaction SMILES: [Br:19][CH2:20][c:21]1[cH:22][cH:23][cH:24][cH:25][cH:26]1.[CH3:28][c:29]1[cH:30][cH:31][cH:32][cH:33][cH:34]1.[Na+:2].[O:14]=[CH:15][N:16]([CH3:17])[CH3:18].[OH-:1].[OH2:27].[OH:3][C:4](=[O:5])[c:6]1[cH:7][cH:8][c:9]([OH:10])[c:11]([OH:12])[cH:13]1>>[O:3]([C:4](=[O:5])[c:6]1[cH:7][cH:8][c:9]([OH:10])[c:11]([OH:12])[cH:13]1)[CH2:20][c:21]1[cH:22][cH:23][cH:24][cH:25][cH:26]1. The reactants are CC(=O)N1CCC(=O)C(C)C1, NCc1ccccc1. The product is CC(=O)N1CCC(NCc2ccccc2)C(C)C1. RXN SMILES: [C:1]([CH3:2])(=[O:3])[N:4]1[CH2:5][CH:6]([CH3:11])[C:7](=[O:10])[CH2:8][CH2:9]1.[NH2:12][CH2:13][c:14]1[cH:15][cH:16][cH:17][cH:18][cH:19]1>>[C:1]([CH3:2])(=[O:3])[N:4]1[CH2:5][CH:6]([CH3:11])[CH:7]([NH:12][CH2:13][c:14]2[cH:15][cH:16][cH:17][cH:18][cH:19]2)[CH2:8][CH2:9]1.